From a dataset of the Open Reaction Database (ORD), a public repository of structured organic reaction records. describe an organic reaction: reactants, conditions, products, and yield The reactants are COC(C1=CC(=CC(=C1)O)OCOC)=O (5-hydroxy-3-methoxymethoxybenzoic acid methyl ester), NC1=NN(C=C1)C (3-amino-1-methyl-1H-pyrazole), BrC=1C=CC(=NC1)S(=O)(=O)C (5-bromo-2-methanesulfonylpyridine), O([Si](C)(C)C(C)(C)C)C[C@@H](C)O ((2R)-1-(t-butyldimethylsiloxy)-2-hydroxypropane). The product is OCC(OC=1C=C(C=C(C(=O)NC2=NN(C=C2)C)C1)OC=1C=NC(=CC1)S(=O)(=O)C)C (5-(2-hydroxy-1-methyl-ethoxy)-3-(6-methanesulfonylpyridin-3-yloxy)-N-(1-methyl-1H-pyrazol-3-yl)benzamide). RXN SMILES: CO[C:3](=[O:15])[C:4]1[CH:9]=[C:8]([OH:10])[CH:7]=[C:6](OCOC)[CH:5]=1.Br[C:17]1[CH:18]=[CH:19][C:20]([S:23]([CH3:26])(=[O:25])=[O:24])=[N:21][CH:22]=1.[O:27]([CH2:35][C@H:36]([OH:38])[CH3:37])[Si](C(C)(C)C)(C)C.[NH2:39][C:40]1[CH:44]=[CH:43][N:42]([CH3:45])[N:41]=1>>[OH:27][CH2:35][CH:36]([CH3:37])[O:38][C:6]1[CH:7]=[C:8]([O:10][C:17]2[CH:22]=[N:21][C:20]([S:23]([CH3:26])(=[O:25])=[O:24])=[CH:19][CH:18]=2)[CH:9]=[C:4]([CH:5]=1)[C:3]([NH:39][C:40]1[CH:44]=[CH:43][N:42]([CH3:45])[N:41]=1)=[O:15]. Reported procedure: The compound of Production Example 126 was obtained as a white amorphous substance using 5-hydroxy-3-methoxymethoxybenzoic acid methyl ester, 5-bromo-2-methanesulfonylpyridine, (2R)-1-(t-butyldimethylsiloxy)-2-hydroxypropane and 3-amino-1-methyl-1H-pyrazole, by the same method as in Production Example 117, a corresponding method, or a combination thereof with an ordinary method. Starting materials: C#CCCO[Si](C)(C)C(C)(C)C, [Li]CCCC, C1CCOC1, C[Si](C)(C)Cl, CCCCCC. The product is CC(C)(C)[Si](C)(C)OCCC#C[Si](C)(C)C. Reaction SMILES: [C:1]([CH3:2])([CH3:3])([CH3:4])[Si:5]([O:6][CH2:7][CH2:8][C:9]#[CH:10])([CH3:11])[CH3:12].[CH2:13]([Li:14])[CH2:15][CH2:16][CH3:17].[CH2:23]1[O:24][CH2:25][CH2:26][CH2:27]1.[CH3:18][Si:19]([CH3:20])([CH3:21])[Cl:22].[CH3:28][CH2:29][CH2:30][CH2:31][CH2:32][CH3:33]>>[C:1]([CH3:2])([CH3:3])([CH3:4])[Si:5]([O:6][CH2:7][CH2:8][C:9]#[C:10][Si:19]([CH3:18])([CH3:20])[CH3:21])([CH3:11])[CH3:12]. The reactants are C1(=CC=CC=C1)N1N=C(CC1=O)C1=CC=C(C=C1)C (1-phenyl-3-(4-methylphenyl)-4, 5-dihydropyrazol-5-one), COC=1C=CC(=CC1)P2(=S)SP(=S)(S2)C=3C=CC(=CC3)OC (Lawesson's reagent). Solvent: C1(=CC=CC=C1)C (toluene). Yields the product C1(=CC=CC=C1)N1N=C(CC1=S)C1=CC=C(C=C1)C (1-phenyl-3-(4-methylphenyl)-4, 5-dihydropyrazole-5-thione). Isolated yield 147.7%. Reaction SMILES: [C:1]1([N:7]2[C:11](=O)[CH2:10][C:9]([C:13]3[CH:18]=[CH:17][C:16]([CH3:19])=[CH:15][CH:14]=3)=[N:8]2)[CH:6]=[CH:5][CH:4]=[CH:3][CH:2]=1.COC1C=CC(P2(SP(C3C=CC(OC)=CC=3)(=S)S2)=[S:29])=CC=1>C1(C)C=CC=CC=1>[C:1]1([N:7]2[C:11](=[S:29])[CH2:10][C:9]([C:13]3[CH:18]=[CH:17][C:16]([CH3:19])=[CH:15][CH:14]=3)=[N:8]2)[CH:6]=[CH:5][CH:4]=[CH:3][CH:2]=1. Reported procedure: A mixture of 5.6 g (20 mmol) of 1-phenyl-3-(4-methylphenyl)-4, 5-dihydropyrazol-5-one, 6.1 g (15 mmol) of Lawesson's reagent and 50 ml of toluene was heated under reflux for 2 hours. The reaction solution was concentrated, and the residue was purified by silica gel column chromatography (n-hexane/ethyl acetate=10/1 (v/v)) and recrystallized from diethyl ether-n-hexane to give quantitatively 5.9 g of the object compound as pale yellow crystals. Starting materials: ClC1=C(C=CC=2N(C3=CC=CC=C3SC12)C)OC (4-chloro-3-methoxy-10-methyl-10H-phenothiazine), OO (hydrogen peroxide). The solvent is C(C)(=O)O (acetic acid). Reaction conditions: temperature 50 celsius. Product: ClC1=C(C=CC=2N(C3=CC=CC=C3S(C12)=O)C)OC (4-chloro-3-methoxy-10-methyl-5-oxo-10H-phenothiazine). Reaction SMILES: [Cl:1][C:2]1[C:15]2[S:14][C:13]3[C:8](=[CH:9][CH:10]=[CH:11][CH:12]=3)[N:7]([CH3:16])[C:6]=2[CH:5]=[CH:4][C:3]=1[O:17][CH3:18].[OH:19]O>C(O)(=O)C>[Cl:1][C:2]1[C:15]2[S:14](=[O:19])[C:13]3[C:8](=[CH:9][CH:10]=[CH:11][CH:12]=3)[N:7]([CH3:16])[C:6]=2[CH:5]=[CH:4][C:3]=1[O:17][CH3:18]. Procedure: To 4-chloro-3-methoxy-10-methyl-10H-phenothiazine (0.5 g)(see Example 5) was added acetic acid (12 ml) and hydrogen peroxide (2 ml). The reaction mixture was heated at 50° C. for 15 minutes and then, evaporated to dryness. The corresponding sulfoxide (0.5 g) (4-chloro-3-methoxy-10-methyl-5-oxo-10H-phenothiazine) was obtained by crystallization (m.p. decomposed at 141° C.). The reactants are C(C1=CC=CC=C1)(C1=CC=CC=C1)N1CC(C1)=O (1-benzhydrylazetidin-3-one), N1CCC1 (azetidine), C(C)(=O)Cl (acetyl chloride), C(CCC)[Li] (n-butyllithium), CS(=O)(=O)CC1=CC(=CC(=C1)F)F (3,5-difluorobenzyl methyl sulfone). Solvent: ClCCl (dichloromethane), CCCCCC (hexane), O1CCCC1 (tetrahydrofuran), C(C)O (ethanol), ClCCl (dichloromethane), O (water). Run at temperature -30 celsius, time 2 hour. Yields the product C(C)(=O)OC1(CN(C1)C(C1=CC=CC=C1)C1=CC=CC=C1)C(S(=O)(=O)C)C1=CC(=CC(=C1)F)F (3-acetoxy-1-benzhydryl-3-[(3,5-difluorophenyl)(methyl-sulfonyl)methyl]azetidine). Reaction SMILES: N1CCC1.C([Li])CCC.[CH3:10][S:11]([CH2:14][C:15]1[CH:20]=[C:19]([F:21])[CH:18]=[C:17]([F:22])[CH:16]=1)(=[O:13])=[O:12].[CH:23]([N:36]1[CH2:39][C:38](=[O:40])[CH2:37]1)([C:30]1[CH:35]=[CH:34][CH:33]=[CH:32][CH:31]=1)[C:24]1[CH:29]=[CH:28][CH:27]=[CH:26][CH:25]=1.[C:41](Cl)(=[O:43])[CH3:42]>CCCCCC.O1CCCC1.ClCCl.C(O)C.O>[C:41]([O:40][C:38]1([CH:14]([C:15]2[CH:20]=[C:19]([F:21])[CH:18]=[C:17]([F:22])[CH:16]=2)[S:11]([CH3:10])(=[O:12])=[O:13])[CH2:39][N:36]([CH:23]([C:30]2[CH:35]=[CH:34][CH:33]=[CH:32][CH:31]=2)[C:24]2[CH:25]=[CH:26][CH:27]=[CH:28][CH:29]=2)[CH2:37]1)(=[O:43])[CH3:42]. Reported procedure: 3-Acetoxy-1-benzhydryl-3-[(3,5-difluoro-phenyl)methylsulfonyl)methyl]azetidine may be prepared may be prepared in the following manner: 47.1 cm3 of 1.6 N n-butyllithium in solution in hexane are added dropwise over approximately 25 minutes to a suspension of 12.37 g of 3,5-difluorobenzyl methyl sulfone in 200 cm3 of tetrahydrofuran, under an inert nitrogen atmosphere at a temperature in the region of −30° C. The cloudy yellow solution is stirred at a temperature in the region of −30° C. for 2 ho... Starting materials: O=C(O)C(=O)O, O=C(O)C(=O)O, Cn1c(CC#N)nnc1NCCCOc1cccc(CN2CCCCC2)c1, Cl, [Na+], [OH-]. Yields the product Cn1c(CC(N)=O)nnc1NCCCOc1cccc(CN2CCCCC2)c1. As a reaction SMILES: [C:1]([OH:2])(=[O:4])[C:5](=[O:3])[OH:6].[C:7]([OH:8])(=[O:9])[C:10]([OH:11])=[O:12].[CH3:13][n:14]1[c:15]([CH2:37][C:38]#[N:39])[n:16][n:17][c:18]1[NH:19][CH2:20][CH2:21][CH2:22][O:23][c:24]1[cH:25][c:26]([CH2:30][N:31]2[CH2:32][CH2:33][CH2:34][CH2:35][CH2:36]2)[cH:27][cH:28][cH:29]1.[ClH:42].[Na+:41].[OH-:40]>>[O:3]=[C:38]([CH2:37][c:15]1[n:14]([CH3:13])[c:18]([NH:19][CH2:20][CH2:21][CH2:22][O:23][c:24]2[cH:25][c:26]([CH2:30][N:31]3[CH2:32][CH2:33][CH2:34][CH2:35][CH2:36]3)[cH:27][cH:28][cH:29]2)[n:17][n:16]1)[NH2:39]. Reactants: ClC=1C=C2C=C(NC2=C(C1)NC1CCCC1)C=1SC[C@H](N1)CCN1CCNCC1 ({5-Chloro-2-[(R)-4-(2-piperazin-1-yl-ethyl)-4,5-dihydro-thiazol-2-yl]-1H-indol-7-yl}-cyclopentyl-amine), C(C)S(=O)(=O)Cl (ethyl sulfonylchloride). Product: ClC=1C=C2C=C(NC2=C(C1)NC1CCCC1)C=1SC[C@H](N1)CCN1CCN(CC1)S(=O)(=O)CC ((5-Chloro-2-{(R)-4-[2-(4-ethanesulfonyl-piperazin-1-yl)-ethyl]-4,5-dihydro-thiazol-2-yl}-1H-indol-7-yl)-cyclopentyl-amine). Reaction SMILES: [Cl:1][C:2]1[CH:3]=[C:4]2[C:8](=[C:9]([NH:11][CH:12]3[CH2:16][CH2:15][CH2:14][CH2:13]3)[CH:10]=1)[NH:7][C:6]([C:17]1[S:18][CH2:19][C@@H:20]([CH2:22][CH2:23][N:24]3[CH2:29][CH2:28][NH:27][CH2:26][CH2:25]3)[N:21]=1)=[CH:5]2.[CH2:30]([S:32](Cl)(=[O:34])=[O:33])[CH3:31]>>[Cl:1][C:2]1[CH:3]=[C:4]2[C:8](=[C:9]([NH:11][CH:12]3[CH2:16][CH2:15][CH2:14][CH2:13]3)[CH:10]=1)[NH:7][C:6]([C:17]1[S:18][CH2:19][C@@H:20]([CH2:22][CH2:23][N:24]3[CH2:29][CH2:28][N:27]([S:32]([CH2:30][CH3:31])(=[O:34])=[O:33])[CH2:26][CH2:25]3)[N:21]=1)=[CH:5]2. Reported procedure: {5-Chloro-2-[(R)-4-(2-piperazin-1-yl-ethyl)-4,5-dihydro-thiazol-2-yl]-1H-indol-7-yl}-cyclopentyl-amine prepared in Example 160 and ethyl sulfonylchloride were reacted according to the same procedure as Step B of Preparation 29 to give the title compound. Reactants: C(C)(C)OC=1C=C(C=CC1)[C@H](C)NC(=O)C=1C=C2C(=C(N(C2=CC1)CC=1C=C(O[C@H](C(=O)OC)C)C=CC1)C)C ((S)-methyl 2-(3-((5(((S)-1-(3-isopropoxyphenyl)ethyl) carbamoyl)-2,3-dimethyl-1H-indol-1-yl)methyl)phenoxy)propanoate), [Li+].[OH-] (LiOH), Cl (HCl). Run in C1CCOC1 (THF). Reaction conditions: time 6 hour. Product: C(C)(C)OC=1C=C(C=CC1)[C@H](C)NC(=O)C=1C=C2C(=C(N(C2=CC1)CC=1C=C(O[C@H](C(=O)O)C)C=CC1)C)C ((S)-2-(3-((5-(((S)-1-(3-isopropoxyphenyl)ethyl)carbamoyl)-2,3-dimethyl-1H-indol-1-yl)methyl)phenoxy)propanoic acid). RXN SMILES: [CH:1]([O:4][C:5]1[CH:6]=[C:7]([C@@H:11]([NH:13][C:14]([C:16]2[CH:17]=[C:18]3[C:22](=[CH:23][CH:24]=2)[N:21]([CH2:25][C:26]2[CH:27]=[C:28]([CH:36]=[CH:37][CH:38]=2)[O:29][C@@H:30]([CH3:35])[C:31]([O:33]C)=[O:32])[C:20]([CH3:39])=[C:19]3[CH3:40])=[O:15])[CH3:12])[CH:8]=[CH:9][CH:10]=1)([CH3:3])[CH3:2].[Li+].[OH-].Cl>C1COCC1>[CH:1]([O:4][C:5]1[CH:6]=[C:7]([C@@H:11]([NH:13][C:14]([C:16]2[CH:17]=[C:18]3[C:22](=[CH:23][CH:24]=2)[N:21]([CH2:25][C:26]2[CH:27]=[C:28]([CH:36]=[CH:37][CH:38]=2)[O:29][C@@H:30]([CH3:35])[C:31]([OH:33])=[O:32])[C:20]([CH3:39])=[C:19]3[CH3:40])=[O:15])[CH3:12])[CH:8]=[CH:9][CH:10]=1)([CH3:3])[CH3:2] |f:1.2|. Procedure details: To a solution of (S)-methyl 2-(3-((5(((S)-1-(3-isopropoxyphenyl)ethyl) carbamoyl)-2,3-dimethyl-1H-indol-1-yl)methyl)phenoxy)propanoate (70 mg, 0.13 mmol, 1 equiv) in THF (2 mL) was added a 1 N LiOH aqueous solution of (1 mL). The reaction mixture was stirred 6 h at room temperature, then acidified with a 0.5 N HCl aqueous solution. The mixture was filtered and the precipate was dissolved in methanol and concentrated to obtain the crude product which was purified by prep. HPLC (MeOH/Acetonitrile/... Starting materials: CC(COC1=CC(=NC(=N1)N)N)C (6-(2-methylpropoxy)-2,4-diaminopyrimidine), N(=O)[O-].[Na+] (sodium nitrite). The solvent is C(C)(=O)O (acetic acid), O (water). Conditions: temperature 32 celsius, time 2 hour. Yields the product N(=O)C=1C(=NC(=NC1OCC(C)C)N)N (5-Nitroso-2,4-diamino-6-(2-methylpropoxy)-pyrimidine). Isolated yield 86.6%. RXN SMILES: [CH3:1][CH:2]([CH3:13])[CH2:3][O:4][C:5]1[N:10]=[C:9]([NH2:11])[N:8]=[C:7]([NH2:12])[CH:6]=1.[N:14]([O-])=[O:15].[Na+]>C(O)(=O)C.O>[N:14]([C:6]1[C:7]([NH2:12])=[N:8][C:9]([NH2:11])=[N:10][C:5]=1[O:4][CH2:3][CH:2]([CH3:13])[CH3:1])=[O:15] |f:1.2|. Procedure details: To a stirred solution of 18.2 g (0.100 mol) 6-(2-methylpropoxy)-2,4-diaminopyrimidine in 100 ml acetic acid (10% conc. in water) at 6° C. was added dropwise over 1 h a solution of 9.11 g (0.132 mol) sodium nitrite in 40 ml water, whereupon the temperature was allowed to increase to 32° C. Stirring was then continued for a further 2 h at room temperature. The resulting precipitate was filtered off with suction, washed with water and dried. 5-Nitroso-2,4-diamino-6-(2-methylpropoxy)-pyrimidine (18.... Procedure details: In a similar manner to Example 4, (2S,4S)-1-[[N-benzyloxycarbonyl-N-[4-(benzotriazol-1-yl)oxycarbonylbicyclo[2.2.2]oct-1-yl]amino]acetyl]-4-fluoropyrrolidine-2-carbonitrile (50.0 mg) and 4-fluorobenzylamine (13.0 μL) were used to obtain (2S,4S)-1-[[N-benzyloxycarbonyl-N-[4-(N-4-fluorobenzylamino)carbonylbicyclo[2.2.2]oct-1-yl]amino]acetyl]-4-fluoropyrrolidine-2-carbonitrile (38.3 mg). As a reaction SMILES: [CH2:1]([O:8][C:9]([N:11]([CH2:32][C:33]([N:35]1[CH2:39][C@@H:38]([F:40])[CH2:37][C@H:36]1[C:41]#[N:42])=[O:34])[C:12]12[CH2:19][CH2:18][C:15]([C:20](ON3C4C=CC=CC=4N=N3)=[O:21])([CH2:16][CH2:17]1)[CH2:14][CH2:13]2)=[O:10])[C:2]1[CH:7]=[CH:6][CH:5]=[CH:4][CH:3]=1.[F:43][C:44]1[CH:51]=[CH:50][C:47]([CH2:48][NH2:49])=[CH:46][CH:45]=1>>[CH2:1]([O:8][C:9]([N:11]([CH2:32][C:33]([N:35]1[CH2:39][C@@H:38]([F:40])[CH2:37][C@H:36]1[C:41]#[N:42])=[O:34])[C:12]12[CH2:19][CH2:18][C:15]([C:20]([NH:49][CH2:48][C:47]3[CH:50]=[CH:51][C:44]([F:43])=[CH:45][CH:46]=3)=[O:21])([CH2:14][CH2:13]1)[CH2:16][CH2:17]2)=[O:10])[C:2]1[CH:7]=[CH:6][CH:5]=[CH:4][CH:3]=1. The product is C(C1=CC=CC=C1)OC(=O)N(C12CCC(CC1)(CC2)C(=O)NCC2=CC=C(C=C2)F)CC(=O)N2[C@@H](C[C@@H](C2)F)C#N ((2S,4S)-1-[[N-benzyloxycarbonyl-N-[4-(N-4-fluorobenzylamino)carbonylbicyclo[2.2.2]oct-1-yl]amino]acetyl]-4-fluoropyrrolidine-2-carbonitrile). Reactants: C(C1=CC=CC=C1)OC(=O)N(C12CCC(CC1)(CC2)C(=O)ON2N=NC1=C2C=CC=C1)CC(=O)N1[C@@H](C[C@@H](C1)F)C#N ((2S,4S)-1-[[N-benzyloxycarbonyl-N-[4-(benzotriazol-1-yl)oxycarbonylbicyclo[2.2.2]oct-1-yl]amino]acetyl]-4-fluoropyrrolidine-2-carbonitrile), FC1=CC=C(CN)C=C1 (4-fluorobenzylamine).